Dataset: the Open Reaction Database (ORD), a public repository of structured organic reaction records. Task: describe an organic reaction: reactants, conditions, products, and yield The reactants are C(OCC(SSC1=NC=CC=C1)N1N=NC2=C1C=CC=C2)([O-])=O (Benzo[d][1,2,3]triazol-1-yl2-(2-(pyridin-2-yl)disulfanyl)ethyl carbonate), OC1CC(OC(CC2N(C2CCCC(C(C(C(C1(C)C)=O)C)O)C)CCO)C(=CC=1N=C(SC1)C)C)=O (7,11-Dihydroxy-17-[2-hydroxyethyl]-8,8,10,12-tetramethyl-3-[1-methyl-2-(2-methyl-4-thiazolyl)ethenyl]-4-oxa-17-azabicyclo[14.1.0]heptadecane-5,9-dione), OC1CC(OC(CC2N(C2CCCC(C(C(C(C1(C)C)=O)C)O)C)CCO)C(=CC=1N=C(SC1)C)C)=O (7,11-Dihydroxy-17-[2-hydroxyethyl]-8,8,10,12-tetramethyl-3-[1-methyl-2-(2-methyl-4-thiazolyl)ethenyl]-4-oxa-17-azabicyclo[14.1.0]heptadecane-5,9-dione), C(OCC(SSC1=NC=CC=C1)N1N=NC2=C1C=CC=C2)([O-])=O (benzo[d][1,2,3]triazol-1-yl2-(2-(pyridin-2-yl)disulfanyl)ethyl carbonate). The reagents and catalysts are CN(C)C=1C=CN=CC1 (DMAP), CN(C)C=1C=CN=CC1 (DMAP). Run in ClCCl (dichloromethane). Run at temperature 0 celsius, time 10 minute. Yields the product C(OCCN1[C@@H]2CCC[C@@H]([C@@H]([C@H](C(C([C@H](CC(O[C@@H](C[C@H]12)/C(=C/C=1N=C(SC1)C)/C)=O)O)(C)C)=O)C)O)C)(OCCSSC1=NC=CC=C1)=O (2-((1S,3S,7S,10R,11S,12S,16R)-7,11-dihydroxy-8,8,10,12-tetramethyl-3-((E)-1-(2-methylthiazol-4-yl)prop-1-en-2-yl)-5,9-dioxo-4-oxa-17-aza-bicyclo[14.1.0]heptadecan-17-yl)ethyl 2-(2-(pyridin-2-yl)disulfanyl)ethyl carbonate). RXN SMILES: [OH:1][CH:2]1[C:18]([CH3:20])([CH3:19])[C:17](=[O:21])[CH:16]([CH3:22])[CH:15]([OH:23])[CH:14]([CH3:24])[CH2:13][CH2:12][CH2:11][CH:10]2[CH:8]([N:9]2[CH2:25][CH2:26][OH:27])[CH2:7][CH:6]([C:28]([CH3:36])=[CH:29][C:30]2[N:31]=[C:32]([CH3:35])[S:33][CH:34]=2)[O:5][C:4](=[O:37])[CH2:3]1.[C:38](=O)([O-:59])[O:39][CH2:40][CH:41](N1C2C=CC=CC=2N=N1)[S:42][S:43][C:44]1[CH:49]=[CH:48][CH:47]=[CH:46][N:45]=1>ClCCl.CN(C1C=CN=CC=1)C>[C:38](=[O:59])([O:39][CH2:40][CH2:41][S:42][S:43][C:44]1[CH:49]=[CH:48][CH:47]=[CH:46][N:45]=1)[O:27][CH2:26][CH2:25][N:9]1[C@@H:8]2[C@H:10]1[CH2:11][CH2:12][CH2:13][C@H:14]([CH3:24])[C@H:15]([OH:23])[C@@H:16]([CH3:22])[C:17](=[O:21])[C:18]([CH3:19])([CH3:20])[C@@H:2]([OH:1])[CH2:3][C:4](=[O:37])[O:5][C@H:6](/[C:28](/[CH3:36])=[CH:29]/[C:30]1[N:31]=[C:32]([CH3:35])[S:33][CH:34]=1)[CH2:7]2. Reported procedure: To a solution of [1S-[1R*,3R*(E),7R*,10S*,11R*,12R*,16S*]]-7,11-Dihydroxy-17-[2-hydroxyethyl]-8,8,10,12-tetramethyl-3-[1-methyl-2-(2-methyl-4-thiazolyl)ethenyl]-4-oxa-17-azabicyclo[14.1.0]heptadecane-5,9-dione in anhydrous dichloromethane at 0° C. was added DMAP (1.2 eq.) and benzo[d][1,2,3]triazol-1-yl2-(2-(pyridin-2-yl)disulfanyl)ethyl carbonate (1.0 eq.) in tandem. The reaction mixture was stirred at 0° C. under argon and monitored by TLC every 10 min. Additional DMAP (1.2 eq.) and Compound I...